From a dataset of the Open Reaction Database (ORD), a public repository of structured organic reaction records. describe an organic reaction: reactants, conditions, products, and yield The reactants are C(C)O[C@H](C(=O)O)CC1=CC(=C(C=C1)OCCC=1N=C(OC1C)C1=CC=CC=C1)OC ((2S)-2-Ethoxy-3-{3-methoxy-4-[2-(5-methyl-2-phenyl-oxazol-4-yl)-ethoxy]-phenyl}-propionic acid), C(C1=CC=CC=C1)[C@@H]1N(C(OC1)=O)C([C@H](CC1=CC=C(C=2SC=CC21)OCCC=2N=C(OC2C)C2=CC=CC=C2)OC)=O ((S)-4-benzyl-3-(2(S)-methoxy-3-{7-[2-(5-methyl-2-phenyl-oxazol-4-yl)-ethoxy]-benzo[b]thiophen-4-yl}-propionyl)-oxazolidin-2-one), C(C)[SiH](CC)CC (triethylsilane), [OH-].[Na+] (NaOH), 3R, C(C1=CC=CC=C1)[C@@H]1N(C(OC1)=O)C([C@H]([C@@H](C1=CC=C(C=2SC=CC21)OCCC=2N=C(OC2C)C2=CC=CC=C2)O)OC)=O ((S)-4-benzyl-3-[(2S,3R)-3-hydroxy-2-methoxy-3-{7-[2-(5-methyl-2-phenyl-oxazol-4-yl)-ethoxy]-benzo[b]thiophen-4-yl}-propionyl]-oxazolidin-2-one), C(C1=CC=CC=C1)[C@@H]1N(C(OC1)=O)C([C@H]([C@@H](C1=CC=C(C=2SC=CC21)OCCC=2N=C(OC2C)C2=CC=CC=C2)O)OC)=O ((S)-4-benzyl-3-[(2S,3R)-3-hydroxy-2-methoxy-3-{7-[2-(5-methyl-2-phenyl-oxazol-4-yl)-ethoxy]-benzo[b]thiophen-4-yl}-propionyl]-oxazolidin-2-one). Solvent: FC(C(=O)O)(F)F (trifluoroacetic acid), C1CCOC1 (THF). Product: CO[C@H](C(=O)O)CC1=CC=C(C=2SC=CC21)OCCC=2N=C(OC2C)C2=CC=CC=C2 ((S)-2-methoxy-3-{7-[2-(5-methyl-2-phenyl-oxazol-4-yl)-ethoxy]-benzo[b]thiophen-4-yl}-propionic acid). RXN SMILES: C([O:3][C@@H](CC1C=CC(OCCC2N=C(C3C=CC=CC=3)OC=2C)=C(OC)C=1)C(O)=O)C.C([C@H]1COC(=O)N1[C:45](=[O:75])[C@@H:46]([O:73][CH3:74])[C@H:47](O)[C:48]1[C:56]2[CH:55]=[CH:54][S:53][C:52]=2[C:51]([O:57][CH2:58][CH2:59][C:60]2[N:61]=[C:62]([C:66]3[CH:71]=[CH:70][CH:69]=[CH:68][CH:67]=3)[O:63][C:64]=2[CH3:65])=[CH:50][CH:49]=1)C1C=CC=CC=1.C([SiH](CC)CC)C.C([C@H]1COC(=O)N1C(=O)[C@@H](OC)CC1C2C=CSC=2C(OCCC2N=C(C3C=CC=CC=3)OC=2C)=CC=1)C1C=CC=CC=1.[OH-].[Na+]>FC(F)(F)C(O)=O.C1COCC1>[CH3:74][O:73][C@@H:46]([CH2:47][C:48]1[C:56]2[CH:55]=[CH:54][S:53][C:52]=2[C:51]([O:57][CH2:58][CH2:59][C:60]2[N:61]=[C:62]([C:66]3[CH:67]=[CH:68][CH:69]=[CH:70][CH:71]=3)[O:63][C:64]=2[CH3:65])=[CH:50][CH:49]=1)[C:45]([OH:75])=[O:3] |f:4.5|. Procedure details: In analogy to the procedures described in examples 11 a] to 11 c], 7-[2-(5-methyl-phenyl-oxazol-4-yl)-ethoxy]-benzo[b]thiophene-4-carbaldehyde was reacted with (S)-4-benzyl-3-methoxyacetyl-oxazolidin-2-one and nBu2BOTf to yield (S)-4-benzyl-3-[(2S,3R)-3-hydroxy-2-methoxy-3-{7-[2-(5-methyl-2-phenyl-oxazol-4-yl)-ethoxy]-benzo[b]thiophen-4-yl}-propionyl]-oxazolidin-2-one (according to NMR, one of the four isomers is strongly predominating; the configuration was tentatively assigned as 2S, 3R accord... Procedure: To benzenesulfonic acid sodium salt (10.0 g, 0.061 mol), 25% HCl was added dropwise with stirring until the solid dissolved. The reaction mixture was extracted (100 mL each, 3 times) with EtOAc, dried over Na2SO4 and concentrated to give benzenesulfonic acid (7.8 g, 90%). To a 100 mL round bottom with a magnetic stir bar, benzenesulfonic acid (4.61 g, 0.0324 mol), CaCl2(3.6 g, 0.0324 mol) and dry dichloromethane (30 mL) were added. The reaction mixture was cooled to 0° C. and (2S) (5RS)-2-(4-flu... Yields the product C1(=CC=CC=C1)S(=O)(=O)C1CCC(O1)COC1=CC=C(C=C1)F ((5RS)-5-benzenesulfonyl-2-(4-fluorophenoxymethyl)tetrahydrofuran). As a reaction SMILES: [C:1]1([S:7]([OH:10])(=[O:9])=O)[CH:6]=[CH:5][CH:4]=[CH:3][CH:2]=1.[Cl-].[Cl-].[Ca+2].[F:14][C:15]1[CH:28]=[CH:27][C:18]([O:19][CH2:20][CH:21]2[CH2:25][CH2:24][CH:23](O)[O:22]2)=[CH:17][CH:16]=1>C(Cl)Cl>[C:1]1([S:7]([CH:23]2[O:22][CH:21]([CH2:20][O:19][C:18]3[CH:17]=[CH:16][C:15]([F:14])=[CH:28][CH:27]=3)[CH2:25][CH2:24]2)(=[O:9])=[O:10])[CH:2]=[CH:3][CH:4]=[CH:5][CH:6]=1 |f:1.2.3|. Conditions: temperature 0 celsius, time 3 hour. The reactants are EtOAc-light petroleum ether, C1(=CC=CC=C1)S(=O)(=O)O (benzenesulfonic acid), [Cl-].[Cl-].[Ca+2] (CaCl2), FC1=CC=C(OCC2OC(CC2)O)C=C1 ((5RS)-2-(4-fluorophenoxymethyl)-5-hydroxy-tetrahydrofuran). The solvent is ClCCl (dichloromethane), C(Cl)Cl (CH2Cl2). Reactants: C1(CC1)C=1C(=CC(=C(C(=O)O)C1)F)OCC1(CCCCC1)C(F)(F)F (5-cyclopropyl-2-fluoro-4-((1-(trifluoromethyl)-cyclohexyl)methoxy)-benzoic acid), COCCS(=O)(=O)N (2-methoxyethanesulfonamide), C1(CC1)C=1C(=CC(=C(C(=O)O)C1)F)OCC1CCC(CC1)(F)F (5-cyclopropyl-4-((4,4-difluorocyclohexyl)-methoxy)-2-fluorobenzoic acid), CS(=O)(=O)N (methanesulfonamide). The product is C1(CC1)C=1C(=CC(=C(C(=O)NS(=O)(=O)CCOC)C1)F)OCC1CCC(CC1)(F)F (5-cyclopropyl-4-((4,4-difluorocyclohexyl)-methoxy)-2-fluoro-N-((2-methoxyethyl)sulfonyl)benzamide). Reaction SMILES: C1(C2C(OCC3(C(F)(F)F)CCCCC3)=CC(F)=C(C=2)C(O)=O)CC1.[CH:26]1([C:29]2[C:30]([O:39][CH2:40][CH:41]3[CH2:46][CH2:45][C:44]([F:48])([F:47])[CH2:43][CH2:42]3)=[CH:31][C:32]([F:38])=[C:33]([CH:37]=2)[C:34]([OH:36])=O)[CH2:28][CH2:27]1.CS(N)(=O)=O.[CH3:54][O:55][CH2:56][CH2:57][S:58]([NH2:61])(=[O:60])=[O:59]>>[CH:26]1([C:29]2[C:30]([O:39][CH2:40][CH:41]3[CH2:42][CH2:43][C:44]([F:47])([F:48])[CH2:45][CH2:46]3)=[CH:31][C:32]([F:38])=[C:33]([CH:37]=2)[C:34]([NH:61][S:58]([CH2:57][CH2:56][O:55][CH3:54])(=[O:60])=[O:59])=[O:36])[CH2:27][CH2:28]1. Procedure details: Following the procedure as described in Example 158 step 5, and making variations as required to replace 5-cyclopropyl-2-fluoro-4-((1-(trifluoromethyl)-cyclohexyl)methoxy)-benzoic acid with 5-cyclopropyl-4-((4,4-difluorocyclohexyl)-methoxy)-2-fluorobenzoic acid and to replace methanesulfonamide with 2-methoxyethanesulfonamide, the title compound was obtained (0.072 g, 26%) as a colorless solid: 1H NMR (300 MHz, CDCl3) δ8.70-8.58 (m, 1H), 7.63-7.53 (m, 1H), 6.63-6.51 (m, 1H), 3.93-3.83 (m, 4H), 3...